describe an organic reaction: reactants, conditions, products, and yield From a dataset of the Open Reaction Database (ORD), a public repository of structured organic reaction records. Reactants: [N+](=O)([O-])C=1C(=C(C(=O)C2=CC=CC=C2)C=CC1)[N+](=O)[O-] (dinitrobenzophenone), m,m'-dinitrobenzophenone. The reagents and catalysts are [Ni] (nickel). The solvent is O1CCCC1 (tetrahydrofuran). Product: NC=1C(=C(C(=O)C2=CC=CC=C2)C=CC1)N (diaminobenzophenone). Yield: 103.1%. As a reaction SMILES: [N+:1]([C:4]1[C:5]([N+:18]([O-])=O)=[C:6]([CH:15]=[CH:16][CH:17]=1)[C:7]([C:9]1[CH:14]=[CH:13][CH:12]=[CH:11][CH:10]=1)=[O:8])([O-])=O>O1CCCC1.[Ni]>[NH2:1][C:4]1[C:5]([NH2:18])=[C:6]([CH:15]=[CH:16][CH:17]=1)[C:7]([C:9]1[CH:14]=[CH:13][CH:12]=[CH:11][CH:10]=1)=[O:8]. Procedure details: A total of 50 grams of dinitrobenzophenone, assay 96.5 weight percent of which 94 percent was m,m'-dinitrobenzophenone and six weight percent was the m,p'-isomer, dissolved in 400 milliliters of tetrahydrofuran was subjected to hydrogenation in a one-liter autoclave in contact with eight grams of nickel catalyst at a temperature of 150° C. and a hydrogenation pressure of 500 psig (3.5 MPa) until the reaction stopped. On workup, as before, 40.2 grams of diaminobenzophenone were obtained containin... Reaction SMILES: [NH2:1][C:2]1[CH:18]=[CH:17][C:16]([F:19])=[CH:15][C:3]=1[C:4]([NH:6][C:7]1[CH:12]=[CH:11][CH:10]=[C:9]([Br:13])[C:8]=1[CH3:14])=[O:5].Cl[C:21](Cl)([O:23]C(=O)OC(Cl)(Cl)Cl)Cl.C([O-])(O)=O.[Na+]>C1COCC1>[Br:13][C:9]1[C:8]([CH3:14])=[C:7]([N:6]2[C:4](=[O:5])[C:3]3[C:2](=[CH:18][CH:17]=[C:16]([F:19])[CH:15]=3)[NH:1][C:21]2=[O:23])[CH:12]=[CH:11][CH:10]=1 |f:2.3|. Starting materials: NC1=C(C(=O)NC2=C(C(=CC=C2)Br)C)C=C(C=C1)F (2-amino-N-(3-bromo-2-methylphenyl)-5-fluorobenzamide), ClC(Cl)(OC(OC(Cl)(Cl)Cl)=O)Cl (triphosgene), C(=O)(O)[O-].[Na+] (NaHCO3). Yield: 87.7%. Product: BrC=1C(=C(C=CC1)N1C(NC2=CC=C(C=C2C1=O)F)=O)C (3-(3-bromo-2-methylphenyl)-6-fluoroquinazoline-2,4(1H,3H)-dione). Solvent: C1CCOC1 (THF). Reported procedure: A solution of 2-amino-N-(3-bromo-2-methylphenyl)-5-fluorobenzamide (0.893 g, 2.76 mmol) and triphosgene (0.984 g, 3.32 mmol) in THF (30 mL) was stirred at room temperature for 2 h. The mixture was carefully treated with saturated aqueous NaHCO3 and stirred until gas evolution ceased. The mixture was extracted twice with DCM. The combined organic phases were washed with water, dried and concentrated. The residue was triturated with DCM to give a white solid, isolated by filtration. The filtrate w... Conditions: time 8 hour. Yields the product CC1=CC=C2C=C(C(NC2=N1)=O)CC(=O)N(CC(=O)OC)CCNC(=O)OC(C)(C)C (Methyl N-((7-Methyl-1,8-naphthyridin-2(1H)-on-3-yl)acetyl)-N-(2-(tert-butyloxycarbonyl)aminoethyl)glycinate). The reactants are CC1=CC=C2C=C(C(NC2=N1)=O)CC(=O)O ((7-methyl-1,8-naphthyridin-2(1H)-on-3-yl)acetic acid), C1CCC(CC1)N=C=NC2CCCCC2 (DCC), C(C)(C)(C)OC(=O)NCCNCC(=O)OCC (ethyl N-(2-(tert-butyloxycarbonyl)aminoethyl)glycinate). Solvent: CN(C)C=O (DMF). Procedure details: To a precooled (0° C.) solution of (7-methyl-1,8-naphthyridin-2(1H)-on-3-yl)acetic acid (0.995 g, 4.60 mmol) and DhbtOH (0.744 g, 4.60 mmol) in DMF (25 mL)was added DCC (1.04 g, 5.00 mmol) and the mixture was stirred for 40 min at 0° before addition of ethyl N-(2-(tert-butyloxycarbonyl)aminoethyl)glycinate (1.10 g, 5.0 mmol). This mixture was stirred at rt overnight, evaporated in vacuo, redissolved in ethyl acetate (75 mL) and washed with 5% aqueous NaHCO3 (3×25 mL) and with brine (2×25 mL). Th... Reaction SMILES: [CH3:1][C:2]1[N:11]=[C:10]2[C:5]([CH:6]=[C:7]([CH2:13][C:14]([OH:16])=O)[C:8](=[O:12])[NH:9]2)=[CH:4][CH:3]=1.C1CCC(N=C=NC2CCCCC2)CC1.[C:32]([O:36][C:37]([NH:39][CH2:40][CH2:41][NH:42][CH2:43][C:44]([O:46][CH2:47]C)=[O:45])=[O:38])([CH3:35])([CH3:34])[CH3:33]>CN(C=O)C>[CH3:1][C:2]1[N:11]=[C:10]2[C:5]([CH:6]=[C:7]([CH2:13][C:14]([N:42]([CH2:41][CH2:40][NH:39][C:37]([O:36][C:32]([CH3:35])([CH3:34])[CH3:33])=[O:38])[CH2:43][C:44]([O:46][CH3:47])=[O:45])=[O:16])[C:8](=[O:12])[NH:9]2)=[CH:4][CH:3]=1. The yield is 39.7%.